From a dataset of the Open Reaction Database (ORD), a public repository of structured organic reaction records. describe an organic reaction: reactants, conditions, products, and yield Starting materials: Cl.Cl.FC1=CC=C(C=C1)C=1C=NC(=NC1)N1CCNCC1 (5-(4-fluorophenyl)-2-piperazin-1-ylpyrimidine dihydrochloride), C(C)(C)(C)OC(=O)N1CCN(CC1)C1=NC=C(C=N1)C=1C=NC=CC1 (4-(5-pyridin-3-ylpyrimidin-2-yl)-piperazine-1-carboxylic acid tert-butyl ester). Yields the product Cl.Cl.Cl.N1(CCNCC1)C1=NC=C(C=N1)C=1C=NC=CC1 (2-Piperazin-1-yl-5-pyridin-3-ylpyrimidine, trihydrochloride). Isolated yield 96.0%. Reaction SMILES: [ClH:1].Cl.FC1C=CC(C2C=NC(N3CCNCC3)=NC=2)=CC=1.C(OC([N:29]1[CH2:34][CH2:33][N:32]([C:35]2[N:40]=[CH:39][C:38]([C:41]3[CH:42]=[N:43][CH:44]=[CH:45][CH:46]=3)=[CH:37][N:36]=2)[CH2:31][CH2:30]1)=O)(C)(C)C>>[ClH:1].[ClH:1].[ClH:1].[N:32]1([C:35]2[N:40]=[CH:39][C:38]([C:41]3[CH:42]=[N:43][CH:44]=[CH:45][CH:46]=3)=[CH:37][N:36]=2)[CH2:31][CH2:30][NH:29][CH2:34][CH2:33]1 |f:0.1.2,4.5.6.7|. Procedure: Prepared according to the method for the preparation of 5-(4-fluorophenyl)-2-piperazin-1-ylpyrimidine dihydrochloride, from 4-(5-pyridin-3-ylpyrimidin-2-yl)-piperazine-1-carboxylic acid tert-butyl ester (0.399 g), to furnish the title compound as an off-white solid (0.393 g, 96%). Reactants: COC(=O)[C@H]1N(CCC1)S(=O)(=O)C1=CN=C(S1)NC(=O)N(C1=CC=C(C=C1)S(=O)(=O)C)CC1CCCC1 ((S)-1-{2-[3-cyclopentylmethyl-3-(4-methanesulfonyl-phenyl)-ureido]-thiazole-5-sulfonyl}-pyrrolidine-2-carboxylic acid methyl ester), COC(=O)[C@H]1N(CCC1)S(=O)(=O)C1=CN=C(S1)N ((S)-1-(2-amino-thiazole-5-sulfonyl)-pyrrolidine-2-carboxylic acid methyl ester), C1(CCCC1)CN(C(NC=1SC=C(N1)CC(=O)O)=O)C1=CC=C(C=C1)S(=O)(=O)C ({2-[3-cyclopentylmethyl-3-(4-methanesulfonyl-phenyl)-ureido]-thiazol-4-yl}-acetic acid), C1(CCCC1)CNC1=CC=C(C=C1)S(=O)(=O)C (cyclopentylmethyl-(4-methanesulfonyl-phenyl)-amine). Product: C1(CCCC1)CN(C(NC=1SC(=CN1)S(=O)(=O)N1[C@@H](CCC1)C(=O)O)=O)C1=CC=C(C=C1)S(=O)(=O)C ((S)-1-{2-[3-Cyclopentylmethyl-3-(4-methanesulfonyl-phenyl)-ureido]-thiazole-5-sulfonyl}-pyrrolidine-2-carboxylic acid). RXN SMILES: C[O:2][C:3]([C@@H:5]1[CH2:9][CH2:8][CH2:7][N:6]1[S:10]([C:13]1[S:17][C:16]([NH:18][C:19]([N:21]([CH2:32][CH:33]2[CH2:37][CH2:36][CH2:35][CH2:34]2)[C:22]2[CH:27]=[CH:26][C:25]([S:28]([CH3:31])(=[O:30])=[O:29])=[CH:24][CH:23]=2)=[O:20])=[N:15][CH:14]=1)(=[O:12])=[O:11])=[O:4].C1(CN(C2C=CC(S(C)(=O)=O)=CC=2)C(=O)NC2SC=C(CC(O)=O)N=2)CCCC1.C1(CNC2C=CC(S(C)(=O)=O)=CC=2)CCCC1.COC([C@@H]1CCCN1S(C1SC(N)=NC=1)(=O)=O)=O>>[CH:33]1([CH2:32][N:21]([C:22]2[CH:27]=[CH:26][C:25]([S:28]([CH3:31])(=[O:29])=[O:30])=[CH:24][CH:23]=2)[C:19](=[O:20])[NH:18][C:16]2[S:17][C:13]([S:10]([N:6]3[CH2:7][CH2:8][CH2:9][C@H:5]3[C:3]([OH:4])=[O:2])(=[O:12])=[O:11])=[CH:14][N:15]=2)[CH2:34][CH2:35][CH2:36][CH2:37]1. Reported procedure: The title compound was prepared via (S)-1-{2-[3-cyclopentylmethyl-3-(4-methanesulfonyl-phenyl)-ureido]-thiazole-5-sulfonyl}-pyrrolidine-2-carboxylic acid methyl ester in a similar manner as described for the synthesis of {2-[3-cyclopentylmethyl-3-(4-methanesulfonyl-phenyl)-ureido]-thiazol-4-yl}-acetic acid, using cyclopentylmethyl-(4-methanesulfonyl-phenyl)-amine and (S)-1-(2-amino-thiazole-5-sulfonyl)-pyrrolidine-2-carboxylic acid methyl ester. Reactants: C(C1=CC=CC=C1)(=O)O (benzoic acid), N1CCCCC1 (piperidine), S1C(=CC=C1)CNC=1SCC(N1)=O (2-[(thiophen-2-ylmethyl)-amino]-thiazol-4-one), N1=CC=CC2=NC(=CC=C12)C=O (1,5-naphthyridine-6-carboxaldehyde). Run in C1(=CC=CC=C1)C (toluene), C1(=CC=CC=C1)C (toluene). Conditions: temperature 120 celsius. Yields the product N1=C(C=CC2=NC=CC=C12)C=C1C(N=C(S1)NCC=1SC=CC1)=O (5-[1,5]naphthyridin-2-ylmethylene-2-[(thiophen-2-ylmethyl)-amino]-thiazol-4-one). The yield is 34.9%. RXN SMILES: [S:1]1[CH:5]=[CH:4][CH:3]=[C:2]1[CH2:6][NH:7][C:8]1[S:9][CH2:10][C:11](=[O:13])[N:12]=1.[N:14]1[C:23]2[C:18](=[N:19][C:20]([CH:24]=O)=[CH:21][CH:22]=2)[CH:17]=[CH:16][CH:15]=1.C(O)(=O)C1C=CC=CC=1.N1CCCCC1>C1(C)C=CC=CC=1>[N:19]1[C:18]2[C:23](=[N:14][CH:15]=[CH:16][CH:17]=2)[CH:22]=[CH:21][C:20]=1[CH:24]=[C:10]1[S:9][C:8]([NH:7][CH2:6][C:2]2[S:1][CH:5]=[CH:4][CH:3]=2)=[N:12][C:11]1=[O:13]. Reported procedure: To a suspension of 2-[(thiophen-2-ylmethyl)-amino]-thiazol-4-one (34.0 mg, 0.16 mmol), and 1,5-naphthyridine-6-carboxaldehyde (31.6 mg, 0.2 mmol) in toluene (1 mL) in a microwave tube were added benzoic acid (2.0 mg, 0.02 mmol) and piperidine (1.7 uM, 0.02 mmol). The reaction mixture was heated to 120° C. with microwave for 5 min, then cooled to r.t. and diluted with toluene. The solid was collected by filtration and washed with toluene, MeOH and ether to give 5-[1,5]naphthyridin-2-ylmethylene-2... Starting materials: C(#N)CC(=S)N (cyanothioacetamide), [Na] (sodium), C(C)C(=CC(C)=O)O (ethyl-3-oxo-butenol), C(C)(=O)O.N1CCCCC1 (piperidine acetate). Run in O (water), C(C)(=O)O (acetic acid). The product is CC=1C(=NC(=C(C#N)C1)S)C (5,6-dimethyl-2-mercapto-nicotine nitrile). Reaction SMILES: [C:1]([CH2:3][C:4]([NH2:6])=[S:5])#[N:2].[Na].C([C:10](O)=[CH:11][C:12](=O)[CH3:13])C.[C:16](O)(=O)C.N1CCCCC1>O.C(O)(=O)C>[CH3:13][C:12]1[C:11]([CH3:10])=[N:6][C:4]([SH:5])=[C:3]([CH:16]=1)[C:1]#[N:2] |f:3.4,^1:6|. Procedure: A mixture of cyanothioacetamide (2.0 g, 20 mmol), the sodium salt of ethyl-3-oxo-butenol (2.44 g, 20 mmol) and piperidine acetate (1.9 ml) in water (20 ml) is heated at reflux before adding acetic acid (3 ml). The resulting precipitate is filtered and washed with water. The crude product is dissolved by heating in methanol. Filtering and evaporation of the solvent under reduced pressure yields 5,6-dimethyl-2-mercapto-nicotine nitrile. Reactants: OC1CN(C1)C(CC1=CC(=CC=C1)[N+](=O)[O-])=O (1-(3-hydroxyazetidin-1-yl)-2-(3-nitrophenyl)ethanone). Reagents/catalysts: [Pd] (Pd—C). Solvent: CO (methanol). Reaction conditions: time 5 hour. The product is NC=1C=C(C=CC1)CC(=O)N1CC(C1)O (2-(3-aminophenyl)-1-(3-hydroxyazetidin-1-yl)ethanone). The yield is 96.2%. As a reaction SMILES: [OH:1][CH:2]1[CH2:5][N:4]([C:6](=[O:17])[CH2:7][C:8]2[CH:13]=[CH:12][CH:11]=[C:10]([N+:14]([O-])=O)[CH:9]=2)[CH2:3]1>CO.[Pd]>[NH2:14][C:10]1[CH:9]=[C:8]([CH2:7][C:6]([N:4]2[CH2:3][CH:2]([OH:1])[CH2:5]2)=[O:17])[CH:13]=[CH:12][CH:11]=1. Reported procedure: 1-(3-hydroxyazetidin-1-yl)-2-(3-nitrophenyl)ethanone (0.5 g, 2.117 mmol) was taken in methanol (20 ml) and at 0° C., Pd—C (10%, 0.5 g) was added. The reaction mixture was stirred under hydrogen atmosphere at room temperature for 5 hrs. The reaction mixture was filtered through celite and the filtrate was concentrated under vacuum to afford the title product (0.42 gm). Reactants: O=C([O-])[O-], CC1(C)c2cccc(P(c3ccccc3)c3ccccc3)c2Oc2c(P(c3ccccc3)c3ccccc3)cccc21, Cc1nn(C)cc1Nc1cc(I)c(C(F)(F)F)cn1, [Cs+], [Cs+], CONC(=O)c1c(N)cccc1OC, CC(=O)[O-], CC(=O)[O-], C1COCCO1, [Pd+2]. The product is CONC(=O)c1c(Nc2cc(Nc3cn(C)nc3C)ncc2C(F)(F)F)cccc1OC. RXN SMILES: [C:76](=[O:77])([O-:78])[O-:79].[CH3:1][C:2]1([CH3:3])[c:4]2[cH:5][cH:6][cH:7][c:8]([P:9]([c:10]3[cH:11][cH:12][cH:13][cH:14][cH:15]3)[c:16]3[cH:17][cH:18][cH:19][cH:20][cH:21]3)[c:22]2[O:23][c:24]2[c:25]1[cH:26][cH:27][cH:28][c:29]2[P:30]([c:31]1[cH:32][cH:33][cH:34][cH:35][cH:36]1)[c:37]1[cH:38][cH:39][cH:40][cH:41][cH:42]1.[CH3:57][n:58]1[n:59][c:60]([CH3:75])[c:61]([NH:63][c:64]2[n:65][cH:66][c:67]([C:71]([F:72])([F:73])[F:74])[c:68]([I:70])[cH:69]2)[cH:62]1.[Cs+:80].[Cs+:81].[NH2:43][c:44]1[c:45]([C:46](=[O:47])[NH:48][O:49][CH3:50])[c:51]([O:55][CH3:56])[cH:52][cH:53][cH:54]1.[O-:83][C:84]([CH3:85])=[O:86].[O-:87][C:88]([CH3:89])=[O:90].[O:91]1[CH2:92][CH2:93][O:94][CH2:95][CH2:96]1.[Pd+2:82]>>[NH:43]([c:44]1[c:45]([C:46](=[O:47])[NH:48][O:49][CH3:50])[c:51]([O:55][CH3:56])[cH:52][cH:53][cH:54]1)[c:68]1[c:67]([C:71]([F:72])([F:73])[F:74])[cH:66][n:65][c:64]([NH:63][c:61]2[c:60]([CH3:75])[n:59][n:58]([CH3:57])[cH:62]2)[cH:69]1. Starting materials: CC(C)N(NC(=O)c1ccccc1)C(=O)COc1ccc(F)cc1Br, O=C([O-])[O-], COCCOC, [Na+], [Na+], Cc1ccccc1B(O)O. The product is Cc1ccccc1-c1cc(F)ccc1OCC(=O)N(NC(=O)c1ccccc1)C(C)C. RXN SMILES: [Br:1][c:2]1[c:3]([O:4][CH2:5][C:6](=[O:7])[N:8]([NH:9][C:10]([c:11]2[cH:12][cH:13][cH:14][cH:15][cH:16]2)=[O:17])[CH:18]([CH3:19])[CH3:20])[cH:21][cH:22][c:23]([F:25])[cH:24]1.[C:26](=[O:27])([O-:28])[O-:29].[CH3:42][O:43][CH2:44][CH2:45][O:46][CH3:47].[Na+:30].[Na+:31].[c:32]1([CH3:41])[c:33]([B:38]([OH:39])[OH:40])[cH:34][cH:35][cH:36][cH:37]1>>[c:2]1(-[c:33]2[c:32]([CH3:41])[cH:37][cH:36][cH:35][cH:34]2)[c:3]([O:4][CH2:5][C:6](=[O:7])[N:8]([NH:9][C:10]([c:11]2[cH:12][cH:13][cH:14][cH:15][cH:16]2)=[O:17])[CH:18]([CH3:19])[CH3:20])[cH:21][cH:22][c:23]([F:25])[cH:24]1. Starting materials: OC=C1C(C2=CC=CC=C2C1)=O (2-Hydroxymethylene inden-l-one), Cl (hydrochloric acid), Example 1(ii) ( a ), Cl.COC1=CC=C(C=C1)NN (p-methoxyphenyl hydrazine hydrochloride). Solvent: C(C)O (ethanol). Yields the product COC1=CC=C(C=C1)N1N=CC2=C1C1=CC=CC=C1C2 (1-(4'-Methoxyphenyl)-1,4-dihydro-indeno[1,2-c] pyrazole). Reaction SMILES: O[CH:2]=[C:3]1[CH2:11][C:10]2[C:5](=[CH:6][CH:7]=[CH:8][CH:9]=2)[C:4]1=O.Cl.[CH3:14][O:15][C:16]1[CH:21]=[CH:20][C:19]([NH:22][NH2:23])=[CH:18][CH:17]=1.Cl>C(O)C>[CH3:14][O:15][C:16]1[CH:21]=[CH:20][C:19]([N:22]2[C:4]3[C:5]4[C:10]([CH2:11][C:3]=3[CH:2]=[N:23]2)=[CH:9][CH:8]=[CH:7][CH:6]=4)=[CH:18][CH:17]=1 |f:1.2|. Reported procedure: 2-Hydroxymethylene inden-l-one (Example 1(ii) (a) (4.0 g; 25 mmol), p-methoxyphenyl hydrazine hydrochloride (Aldrich) (4.41 g; 25.25 mmol), 10 M hydrochloric acid (1 cm3) and ethanol (30 cm3), were heated under reflux, for 21 hours. After cooling, the mixture was concentrated in vacuo and the residue dissolved in dichloromethane, then washed with 2M NaOH, dried, filtered and concentrated in vacuo. Purification by column chromatography [Eluant: (dichloromethane: ethanol: ammonia (200:8:1)] Kugelr... Reported procedure: The ethyl 5-phenylthiazole-4-carboxylate was hydrolyzed according to known methods with 2N aqueous sodium hydroxide solution at 70° for 30 minutes, whereby, after acidification, there was obtained in 72% yield 5-phenyl-4-thiazolecarboxylic acid which melted at 189°-190° after recrystallization from methanol/diethyl ether. As a reaction SMILES: [C:1]1([C:7]2[S:11][CH:10]=[N:9][C:8]=2[C:12]([O:14]CC)=[O:13])[CH:6]=[CH:5][CH:4]=[CH:3][CH:2]=1.[OH-].[Na+]>>[C:1]1([C:7]2[S:11][CH:10]=[N:9][C:8]=2[C:12]([OH:14])=[O:13])[CH:2]=[CH:3][CH:4]=[CH:5][CH:6]=1 |f:1.2|. Starting materials: C1(=CC=CC=C1)C1=C(N=CS1)C(=O)OCC (ethyl 5-phenylthiazole-4-carboxylate), [OH-].[Na+] (sodium hydroxide). Product: C1(=CC=CC=C1)C1=C(N=CS1)C(=O)O (5-phenyl-4-thiazolecarboxylic acid). Yield: 72.0%.